describe an organic reaction: reactants, conditions, products, and yield From a dataset of the Open Reaction Database (ORD), a public repository of structured organic reaction records. Reactants: O=c1nc(-c2ccc3c(c2)OCO3)c2cc3c(cc2[nH]1)OCO3, [Na+], CN(C)C=O, [OH-], O=P(Cl)(Cl)Cl. Product: Clc1nc(-c2ccc3c(c2)OCO3)c2cc3c(cc2n1)OCO3. RXN SMILES: [CH2:1]1[O:2][c:3]2[cH:4][c:5](-[c:10]3[n:11][c:12](=[O:23])[nH:13][c:14]4[cH:15][c:16]5[c:17]([cH:18][c:19]34)[O:20][CH2:21][O:22]5)[cH:6][cH:7][c:8]2[O:9]1.[Na+:30].[O:31]=[CH:32][N:33]([CH3:34])[CH3:35].[OH-:29].[P:24]([Cl:25])([Cl:26])([Cl:27])=[O:28]>>[CH2:1]1[O:2][c:3]2[cH:4][c:5](-[c:10]3[n:11][c:12]([Cl:26])[n:13][c:14]4[cH:15][c:16]5[c:17]([cH:18][c:19]34)[O:20][CH2:21][O:22]5)[cH:6][cH:7][c:8]2[O:9]1. Starting materials: CCc1ncccc1CN, S=C=Nc1cccc(Cl)c1Cl, Cc1ccc(Oc2cccc(CNc3nnnn3-c3cccc(Cl)c3Cl)c2)nc1. Product: CCc1ncccc1CNc1nnnn1-c1cccc(Cl)c1Cl. As a reaction SMILES: [CH2:1]([CH3:2])[c:3]1[n:4][cH:5][cH:6][cH:7][c:8]1[CH2:9][NH2:10].[Cl:11][c:12]1[c:13]([Cl:14])[cH:15][cH:16][cH:17][c:18]1[N:19]=[C:20]=[S:21].[Cl:22][c:23]1[c:24](-[n:30]2[n:31][n:32][n:33][c:34]2[NH:35][CH2:36][c:37]2[cH:38][cH:39][cH:40][c:41]([O:42][c:43]3[cH:44][cH:45][c:46]([CH3:47])[cH:48][n:49]3)[cH:50]2)[cH:25][cH:26][cH:27][c:28]1[Cl:29]>>[CH2:1]([CH3:2])[c:3]1[n:4][cH:5][cH:6][cH:7][c:8]1[CH2:9][NH:10][c:34]1[n:30](-[c:24]2[c:23]([Cl:22])[c:28]([Cl:29])[cH:27][cH:26][cH:25]2)[n:31][n:32][n:33]1. Starting materials: C1(=C(C(=C(C(=C1F)F)F)N)F)N.Cl.Cl (dihydrochloride), ClCC(=O)N1C=2N(C(=C(C1)C)C1=CC(=CC=C1)Cl)N=CC2C#N (4-(chloroacetyl)-7-(3-chlorophenyl)-4,5-dihydro-6-methylpyrazolo[1,5-a]pyrimidine-3-carbonitrile), C([O-])([O-])=O.[Na+].[Na+] (sodium carbonate), C(C1=CC=CC=C1)N1CCNCC1 (N-benzylpiperazine). The solvent is C1(=CC=CC=C1)C (toluene). Yields the product Cl.Cl.ClC=1C=C(C=CC1)C1=C(CN(C=2N1N=CC2C#N)C(CN2CCN(CC2)CC2=CC=CC=C2)=O)C (7-(3-Chlorophenyl)-4.5-dihydro-6-methyl-4-[[4-(phenylmethyl)piperazinyl]acetyl]pyrazolo[1,5-a]pyrimidine-3-carbonitrile, dihydrochloride). RXN SMILES: [Cl:1][CH2:2][C:3]([N:5]1[CH2:10][C:9]([CH3:11])=[C:8]([C:12]2[CH:17]=[CH:16][CH:15]=[C:14]([Cl:18])[CH:13]=2)[N:7]2[N:19]=[CH:20][C:21]([C:22]#[N:23])=[C:6]12)=[O:4].C(=O)([O-])[O-].[Na+].[Na+].[CH2:30]([N:37]1[CH2:42][CH2:41][NH:40][CH2:39][CH2:38]1)[C:31]1[CH:36]=[CH:35][CH:34]=[CH:33][CH:32]=1.C1(N)C(F)=C(F)C(F)=C(N)C=1F.[ClH:55].Cl>C1(C)C=CC=CC=1>[ClH:1].[ClH:55].[Cl:18][C:14]1[CH:13]=[C:12]([C:8]2[N:7]3[N:19]=[CH:20][C:21]([C:22]#[N:23])=[C:6]3[N:5]([C:3](=[O:4])[CH2:2][N:40]3[CH2:41][CH2:42][N:37]([CH2:30][C:31]4[CH:32]=[CH:33][CH:34]=[CH:35][CH:36]=4)[CH2:38][CH2:39]3)[CH2:10][C:9]=2[CH3:11])[CH:17]=[CH:16][CH:15]=1 |f:1.2.3,5.6.7,9.10.11|. Procedure details: A mixture of 3.1 g of 4-(chloroacetyl)-7-(3-chlorophenyl)-4,5-dihydro-6-methylpyrazolo[1,5-a]pyrimidine-3-carbonitrile, 1.1 g of sodium carbonate, 1.7 g of N-benzylpiperazine and 115 ml of toluene was reacted as described in Example 16, giving the base form of the product which was converted to the dihydrochloride salt by the procedure of Example 97, giving 1.3 g, mp 201°-203° C. The product is CCOC(=O)C#CC(=O)c1ccc(OC)c(OC)c1. Reactants: CCOC(=O)C(Br)C(Br)C(=O)c1ccc(OC)c(OC)c1, ClCCl. As a reaction SMILES: [Br:1][CH:2]([C:3](=[O:4])[O:5][CH2:6][CH3:7])[CH:8]([C:9](=[O:10])[c:11]1[cH:12][c:13]([O:19][CH3:20])[c:14]([O:17][CH3:18])[cH:15][cH:16]1)[Br:21].[CH2:22]([Cl:23])[Cl:24]>>[C:2]([C:3](=[O:4])[O:5][CH2:6][CH3:7])#[C:8][C:9](=[O:10])[c:11]1[cH:12][c:13]([O:19][CH3:20])[c:14]([O:17][CH3:18])[cH:15][cH:16]1. The reactants are NC=1C2=C(SC1C#N)C=CC=C2[N+](=O)[O-] (3-amino-4-nitrobenzo[b]thiophene-2-carbonitrile), N(=O)[O-].[Na+] (sodium nitrite), Cl (hydrochloric acid). Run in C(C)(=O)O (acetic acid). The product is ClC=1C2=C(N=NN1)C1=C(S2)C=CC=C1[N+](=O)[O-] (4-chloro-9-nitro[1]benzothieno[3,2-d]-v-triazine). As a reaction SMILES: [NH2:1][C:2]1[C:3]2[C:12]([N+:13]([O-:15])=[O:14])=[CH:11][CH:10]=[CH:9][C:4]=2[S:5][C:6]=1[C:7]#[N:8].[N:16]([O-])=O.[Na+].[ClH:20]>C(O)(=O)C>[Cl:20][C:7]1[C:6]2[S:5][C:4]3[CH:9]=[CH:10][CH:11]=[C:12]([N+:13]([O-:15])=[O:14])[C:3]=3[C:2]=2[N:1]=[N:16][N:8]=1 |f:1.2|. Reported procedure: The process of Example 2 was followed in general, using 4.4 g. of 3-amino-4-nitrobenzo[b]thiophene-2-carbonitrile and 1.7 g. of sodium nitrite in 60 ml. of concentrated hydrochloric acid and 60 ml. of glacial acetic acid. The product was recrystallized from a dimethylformamide, and the yield was 4.0 g. of purified 4-chloro-9-nitro[1]benzothieno[3,2-d]-v-triazine, m.p. 171°-173° C. The reactants are C(CCCCC)(=O)Cl (hexanoyl chloride), Cl (HCl), C(CCCCC)(=O)Cl (Hexanoyl chloride), FC1=CC=C(C=C1)C1(C=CC2=C(O1)C=C(C1=CC=CC=C12)C1=CC=C(C=C1)C1=CC=C(C=C1)O)C1=CC=CC=C1 (3-(4-fluorophenyl)-6-(4′-hydroxybiphen-4-yl)-3-phenyl-3H-naphtho[2,1-b]pyran), N1=CC=CC=C1 (pyridine). The solvent is C(Cl)Cl (DCM). Conditions: time 0.5 hour. Yields the product FC1=CC=C(C=C1)C1(C=CC2=C(O1)C=C(C1=CC=CC=C12)C1=CC=C(C=C1)C1=CC=C(C=C1)OC(CCCCC)=O)C1=CC=CC=C1 (3-(4-fluorophenyl)-6-(4′-(hexanoyloxy)biphen-4-yl)-3-phenyl-3H-naphtho[2,1-b]pyran). Yield: 72.1%. As a reaction SMILES: [C:1](Cl)(=[O:7])[CH2:2][CH2:3][CH2:4][CH2:5][CH3:6].[F:9][C:10]1[CH:15]=[CH:14][C:13]([C:16]2([C:43]3[CH:48]=[CH:47][CH:46]=[CH:45][CH:44]=3)[O:21][C:20]3[CH:22]=[C:23]([C:30]4[CH:35]=[CH:34][C:33]([C:36]5[CH:41]=[CH:40][C:39]([OH:42])=[CH:38][CH:37]=5)=[CH:32][CH:31]=4)[C:24]4[C:29]([C:19]=3[CH:18]=[CH:17]2)=[CH:28][CH:27]=[CH:26][CH:25]=4)=[CH:12][CH:11]=1.N1C=CC=CC=1.Cl>C(Cl)Cl>[F:9][C:10]1[CH:15]=[CH:14][C:13]([C:16]2([C:43]3[CH:48]=[CH:47][CH:46]=[CH:45][CH:44]=3)[O:21][C:20]3[CH:22]=[C:23]([C:30]4[CH:35]=[CH:34][C:33]([C:36]5[CH:41]=[CH:40][C:39]([O:42][C:1](=[O:7])[CH2:2][CH2:3][CH2:4][CH2:5][CH3:6])=[CH:38][CH:37]=5)=[CH:32][CH:31]=4)[C:24]4[C:29]([C:19]=3[CH:18]=[CH:17]2)=[CH:28][CH:27]=[CH:26][CH:25]=4)=[CH:12][CH:11]=1. Procedure details: Hexanoyl chloride (5.01 g, 37 mmol) was added dropwise to a solution of 3-(4-fluorophenyl)-6-(4′-hydroxybiphen-4-yl)-3-phenyl-3H-naphtho[2,1-b]pyran (19.37 g, 37 mmol) in DCM (100 mL) containing pyridine (20 mL) at 0° C. After ½ h additional hexanoyl chloride (5.01 g, 37 mmol) was added. Stirring was continued for a further ½ h more, the solution was poured into HCl (2 M, 400 mL), separated and extracted with DCM (2×100 mL), the combined organic phases were washed with water saturated sodium bic... Reactants: [OH-].[Na+] (NaOH), FC1=C(N)C=C(C(=C1)F)F (2,4,5-trifluoroaniline), Cl.ClCCNCCCl (bis(2-chloroethyl)amine hydrochloride), C([O-])([O-])=O.[Na+].[Na+] (sodium carbonate). Run in CCCCCC (hexane), C(CCC)O (butanol). Conditions: time 2 day. Product: FC1=C(C=C(C(=C1)F)F)N1CCNCC1 ((2,4,5-Trifluorophenyl)piperazine). Isolated yield 23.8%. As a reaction SMILES: [F:1][C:2]1[CH:8]=[C:7]([F:9])[C:6]([F:10])=[CH:5][C:3]=1[NH2:4].Cl.Cl[CH2:13][CH2:14][NH:15][CH2:16][CH2:17]Cl.C(=O)([O-])[O-].[Na+].[Na+].[OH-].[Na+]>C(O)CCC.CCCCCC>[F:1][C:2]1[CH:8]=[C:7]([F:9])[C:6]([F:10])=[CH:5][C:3]=1[N:4]1[CH2:17][CH2:16][NH:15][CH2:14][CH2:13]1 |f:1.2,3.4.5,6.7|. Procedure details: A mixture of 2,4,5-trifluoroaniline (2.94 g, 20 mmol) and bis(2-chloroethyl)amine hydrochloride (3.56 g, 20 mmol) in butanol (10 mL) was heated at reflux for 24 hours. The mixture was cooled to room temperature, sodium carbonate (2.33 g, 22 mmol) was added, and the mixture was heated again at reflux. After 2 days, the mixture was cooled to room temperature, hexane (15 mL) and 3 N NaOH (25 mL) were added, and the resulting layers were separated. The aqueous layer was extracted with chloroform (3×... Reactants: C1(=CC=C(C=C1)C(=O)N1[C@@H](CC(C1)=NOC)C(N)=NO)C1=CC=CC=C1 ((2S,4EZ)-1-([1,1′-biphenyl]-4-ylcarbonyl)-N′-hydroxy-4-(methoxyimino)-2-pyrrolidinecarboximidamide), C1(=CC=C(C=C1)C(=O)N1[C@@H](CC(C1)=NOC)C(N)=NO)C1=CC=CC=C1 ((2S,4EZ)-1-([1,1′-biphenyl]-4-ylcarbonyl)-N′-hydroxy-4-(methoxyimino)-2-pyrrolidinecarboximidamide), C(C)(C)(C)OC(=O)NCCC(=O)O (N-(tert-butoxycarbonyl)-β-alanine). The product is C(C)(C)(C)OC(=O)NCCC1=NC(=NO1)[C@H]1N(CC(C1)=NOC)C(=O)C1=CC=C(C=C1)C1=CC=CC=C1 (4-{[(2S,4EZ)-2-(5-{2-[(tert-butoxycarbonyl)amino]ethyl}-1,2,4-oxadiazol-3-yl)-4-(methoxyimino)pyrrolidinyl]carbonyl}-1,1′-biphenyl). Yield: 75.0%. Reaction SMILES: [C:1]1([C:21]2[CH:26]=[CH:25][CH:24]=[CH:23][CH:22]=2)[CH:6]=[CH:5][C:4]([C:7]([N:9]2[CH2:13][C:12](=[N:14][O:15][CH3:16])[CH2:11][C@H:10]2[C:17](=[N:19][OH:20])[NH2:18])=[O:8])=[CH:3][CH:2]=1.[C:27]([O:31][C:32]([NH:34][CH2:35][CH2:36][C:37](O)=O)=[O:33])([CH3:30])([CH3:29])[CH3:28]>>[C:27]([O:31][C:32]([NH:34][CH2:35][CH2:36][C:37]1[O:20][N:19]=[C:17]([C@@H:10]2[CH2:11][C:12](=[N:14][O:15][CH3:16])[CH2:13][N:9]2[C:7]([C:4]2[CH:3]=[CH:2][C:1]([C:21]3[CH:26]=[CH:25][CH:24]=[CH:23][CH:22]=3)=[CH:6][CH:5]=2)=[O:8])[N:18]=1)=[O:33])([CH3:30])([CH3:29])[CH3:28]. Procedure details: Following the general method as outlined in Example 15, starting from (2S,4EZ)-1-([1,1′-biphenyl]-4-ylcarbonyl)-N′-hydroxy-4-(methoxyimino)-2-pyrrolidinecarboximidamide (Intermediate 8) and N-(tert-butoxycarbonyl)-β-alanine, this compound was obtained in 75% yield (91.9% purity by HPLC).